From a dataset of the Open Reaction Database (ORD), a public repository of structured organic reaction records. describe an organic reaction: reactants, conditions, products, and yield Reactants: NC1=NC=C(C(=C1C#N)C)Br (2-amino-5-bromo-3-cyano-4-methylpyridine), ClC1=CC=C(C=C1)C=1C=C(C=CC1)B(O)O (3-(4-chlorophenyl)phenylboronic acid), C([O-])([O-])=O.[K+].[K+] (potassium carbonate). Reagents/catalysts: C=1C=CC(=CC1)[P](C=2C=CC=CC2)(C=3C=CC=CC3)[Pd]([P](C=4C=CC=CC4)(C=5C=CC=CC5)C=6C=CC=CC6)([P](C=7C=CC=CC7)(C=8C=CC=CC8)C=9C=CC=CC9)[P](C=1C=CC=CC1)(C=1C=CC=CC1)C=1C=CC=CC1 (tetrakis(triphenylphosphine)palladium(0)). Solvent: C1(=CC=CC=C1)C (toluene). Yields the product NC1=NC=C(C(=C1C#N)C)C1=CC(=CC=C1)C1=CC=C(C=C1)Cl (2-amino-3-cyano-4-methyl-5-[3-(4-chlorophenyl)phenyl]pyridine). Reaction SMILES: [NH2:1][C:2]1[C:7]([C:8]#[N:9])=[C:6]([CH3:10])[C:5](Br)=[CH:4][N:3]=1.[Cl:12][C:13]1[CH:18]=[CH:17][C:16]([C:19]2[CH:20]=[C:21](B(O)O)[CH:22]=[CH:23][CH:24]=2)=[CH:15][CH:14]=1.C(=O)([O-])[O-].[K+].[K+]>C1(C)C=CC=CC=1.C1C=CC([P]([Pd]([P](C2C=CC=CC=2)(C2C=CC=CC=2)C2C=CC=CC=2)([P](C2C=CC=CC=2)(C2C=CC=CC=2)C2C=CC=CC=2)[P](C2C=CC=CC=2)(C2C=CC=CC=2)C2C=CC=CC=2)(C2C=CC=CC=2)C2C=CC=CC=2)=CC=1>[NH2:1][C:2]1[C:7]([C:8]#[N:9])=[C:6]([CH3:10])[C:5]([C:21]2[CH:22]=[CH:23][CH:24]=[C:19]([C:16]3[CH:15]=[CH:14][C:13]([Cl:12])=[CH:18][CH:17]=3)[CH:20]=2)=[CH:4][N:3]=1 |f:2.3.4,^1:44,46,65,84|. Procedure: This compound is prepared in a manner analogous to that of Step D of Example 4, using 1.7 grams (0.008 mole) of 2-amino-5-bromo-3-cyano-4-methylpyridine, 2.9 grams (0.012 mole) of 3-(4-chlorophenyl)phenylboronic acid, 4.3 grams (0.031 mole) of potassium carbonate and 0.3 gram of tetrakis(triphenylphosphine)palladium(0) in 150 mL of toluene, yielding 2-amino-3-cyano-4-methyl-5-[3-(4-chlorophenyl)phenyl]pyridine. Reactants: Cl.FC=1C=C(CN2N=CC(=C2)C2=CN(C3=NC=C(C=C32)C3=CC=C(C=C3)C3CCNCC3)S(=O)(=O)C3=CC=C(C)C=C3)C=CC1 (3-(1-(3-fluorobenzyl)-1H-pyrazol-4-yl)-5-(4-(piperidin-4-yl)phenyl)-1-tosyl-1H-pyrrolo[2,3-b]pyridine hydrochloride), CC=1C=C(CN2N=CC(=C2)C2=CN(C3=NC=C(C=C32)C3=CC=C(C=C3)N3CCN(CC3)C[C@H](C)O)S(=O)(=O)C3=CC=C(C)C=C3)C=CC1 ((S)-1-(4-(4-(3-(1-(3-methylbenzyl)-1H-pyrazol-4-yl)-1-tosyl-1H-pyrrolo[2,3-b]pyridin-5-yl)phenyl)piperazin-1-yl)propan-2-ol), [OH-].[Li+] (lithium hydroxide). Solvent: C1CCOC1.CO.O (THF methanol water). Yields the product CC=1C=C(CN2N=CC(=C2)C2=CNC3=NC=C(C=C32)C3=CC=C(C=C3)N3CCN(CC3)C[C@H](C)O)C=CC1 ((S)-1-(4-(4-(3-(1-(3-methylbenzyl)-1H-pyrazol-4-yl)-1H-pyrrolo[2,3-b]pyridin-5-yl)phenyl) piperazin-1-yl)propan-2-ol). Yield: 43.1%. Reaction SMILES: Cl.FC1C=C(C=CC=1)CN1C=C(C2C3C(=NC=C(C4C=CC(C5CCNCC5)=CC=4)C=3)N(S(C3C=CC(C)=CC=3)(=O)=O)C=2)C=N1.[CH3:46][C:47]1[CH:48]=[C:49]([CH:91]=[CH:92][CH:93]=1)[CH2:50][N:51]1[CH:55]=[C:54]([C:56]2[C:64]3[C:59](=[N:60][CH:61]=[C:62]([C:65]4[CH:70]=[CH:69][C:68]([N:71]5[CH2:76][CH2:75][N:74]([CH2:77][C@@H:78]([OH:80])[CH3:79])[CH2:73][CH2:72]5)=[CH:67][CH:66]=4)[CH:63]=3)[N:58](S(C3C=CC(C)=CC=3)(=O)=O)[CH:57]=2)[CH:53]=[N:52]1.[OH-].[Li+]>C1COCC1.CO.O>[CH3:46][C:47]1[CH:48]=[C:49]([CH:91]=[CH:92][CH:93]=1)[CH2:50][N:51]1[CH:55]=[C:54]([C:56]2[C:64]3[C:59](=[N:60][CH:61]=[C:62]([C:65]4[CH:66]=[CH:67][C:68]([N:71]5[CH2:72][CH2:73][N:74]([CH2:77][C@@H:78]([OH:80])[CH3:79])[CH2:75][CH2:76]5)=[CH:69][CH:70]=4)[CH:63]=3)[NH:58][CH:57]=2)[CH:53]=[N:52]1 |f:0.1,3.4,5.6.7|. Procedure details: Using similar reaction conditions as described in step-iii of example-1, (S)-1-(4-(4-(3-(1-(3-methylbenzyl)-1H-pyrazol-4-yl)-1-tosyl-1H-pyrrolo[2,3-b]pyridin-5-yl)phenyl)piperazin-1-yl)propan-2-ol (100 mg, 0.151 mmol) was hydrolyzed with lithium hydroxide (13 mg, 0.302 mmol) in THF/methanol/water (5./1/1 mL) to yield 33 mg (35.1% yield) desired product. 1H NMR (CD3OD, 400 MHz): δ 8.667-8.663 (d, 1H), 8.55-8.54 (d, 1H), 8.22 (s, 1H), 7.95 (s, 1H), 7.77 (s, 1H), 7.69-7.66 (d, 2H), 7.25-7.21 (t, 1H... Reactants: C(C)N(C1=CC(=CC2=CC=CC=C12)O)CC (1-diethylamino-3-hydroxynaphthalene), O1N=NC=CC=C1 (oxadiazepine), ClC=1C=C(C=CC1[N+](=O)[O-])OC (3-chloro-4-nitroanisole). Yields the product C(C)N(C1=CC(=CC2=CC=CC=C12)OC1=C(C=CC(=C1)OC)[N+](=O)[O-])CC (1-diethylamino-3-(5'-methoxy-2'-nitro-phenoxy)-naphthalene), 2'-amino. RXN SMILES: O1C=CC=CN=N1.Cl[C:9]1[CH:10]=[C:11]([O:18][CH3:19])[CH:12]=[CH:13][C:14]=1[N+:15]([O-:17])=[O:16].[CH2:20]([N:22]([CH2:34][CH3:35])[C:23]1[C:32]2[C:27](=[CH:28][CH:29]=[CH:30][CH:31]=2)[CH:26]=[C:25]([OH:33])[CH:24]=1)[CH3:21]>>[CH2:34]([N:22]([CH2:20][CH3:21])[C:23]1[C:32]2[C:27](=[CH:28][CH:29]=[CH:30][CH:31]=2)[CH:26]=[C:25]([O:33][C:9]2[CH:10]=[C:11]([O:18][CH3:19])[CH:12]=[CH:13][C:14]=2[N+:15]([O-:17])=[O:16])[CH:24]=1)[CH3:35]. Reported procedure: Thus, for example, a compound of the formula ##STR16## is obtained by reaction of 2-chloro-3-nitro-pyridine with 3-diethylaminothiophenol to give 2(3'-diethylaminothiophenoxy)-3-nitro-pyridine, reduction to the 3-amino compound, diazotisation and intramolecular coupling. The oxadiazepine derivative ##STR17## is obtained, for example, by reaction of 3-chloro-4-nitroanisole with 1-diethylamino-3-hydroxynaphthalene to give 1-diethylamino-3-(5'-methoxy-2'-nitro-phenoxy)-naphthalene, reduction to the... Starting materials: O (Water), C(C)I (ethyl iodide), C([O-])([O-])=O.[K+].[K+] (potassium carbonate), NC(C(=O)OC)(CC)C=1SC=CC1 (Methyl 2-amino-2-(2-thienyl)butyrate). The solvent is CN(P(N(C)C)(N(C)C)=O)C (hexamethylphosphoric triamide). Run at time 4 hour. Yields the product C(C)NC(C(=O)OC)(CC)C=1SC=CC1 (methyl 2-ethylamino-2-(2-thienyl)butyrate). Yield: 66.0%. Reaction SMILES: [NH2:1][C:2]([C:9]1[S:10][CH:11]=[CH:12][CH:13]=1)([CH2:7][CH3:8])[C:3]([O:5][CH3:6])=[O:4].[CH2:14](I)[CH3:15].C(=O)([O-])[O-].[K+].[K+].O>CN(C)P(=O)(N(C)C)N(C)C>[CH2:14]([NH:1][C:2]([C:9]1[S:10][CH:11]=[CH:12][CH:13]=1)([CH2:7][CH3:8])[C:3]([O:5][CH3:6])=[O:4])[CH3:15] |f:2.3.4|. Reported procedure: Methyl 2-amino-2-(2-thienyl)butyrate (11.94 g) is dissolved in hexamethylphosphoric triamide (200 ml), and ethyl iodide (28.7 g) and potassium carbonate (37.3 g) is added thereto. The mixture is stirred at room temperature for 4 hours and further stirred at 70° C. for one hour. Water is added to the reaction mixture and the mixture is extracted with ether. The extract is washed with water, dried and concentrated to remove solvent. The residue is purified by silica gel column chromatography, wher... Reactants: [OH-].[Na+] (NaOH), COC(CCCOC1=C(C=C2C=CC=NC2=C1N1CCN(CCC1)CC=1N=C(SC1)N1CCC(CC1)O)C)=O (4-(8-{4-[2-(4-Hydroxy-piperidin-1-yl)-thiazol-4-ylmethyl]-[1,4]diazepan-1-yl}-6-methyl-quinolin-7-yloxy)-butyric Acid Methyl Ester), CO (MeOH). Solvent: C1CCOC1 (THF). Reaction conditions: time 3 hour. The product is OC1CCN(CC1)C=1SC=C(N1)CN1CCN(CCC1)C=1C(=C(C=C2C=CC=NC12)C)OCCCC(=O)O (4-(8-{4-[2-(4-Hydroxy-piperidin-1-yl)-thiazol-4-ylmethyl]-[1,4]diazepan-1-yl}-6-methyl-quinolin-7-yloxy)-butyric Acid). RXN SMILES: C[O:2][C:3](=[O:39])[CH2:4][CH2:5][CH2:6][O:7][C:8]1[C:17]([N:18]2[CH2:24][CH2:23][CH2:22][N:21]([CH2:25][C:26]3[N:27]=[C:28]([N:31]4[CH2:36][CH2:35][CH:34]([OH:37])[CH2:33][CH2:32]4)[S:29][CH:30]=3)[CH2:20][CH2:19]2)=[C:16]2[C:11]([CH:12]=[CH:13][CH:14]=[N:15]2)=[CH:10][C:9]=1[CH3:38].[OH-].[Na+].CO>C1COCC1>[OH:37][CH:34]1[CH2:33][CH2:32][N:31]([C:28]2[S:29][CH:30]=[C:26]([CH2:25][N:21]3[CH2:22][CH2:23][CH2:24][N:18]([C:17]4[C:8]([O:7][CH2:6][CH2:5][CH2:4][C:3]([OH:39])=[O:2])=[C:9]([CH3:38])[CH:10]=[C:11]5[C:16]=4[N:15]=[CH:14][CH:13]=[CH:12]5)[CH2:19][CH2:20]3)[N:27]=2)[CH2:36][CH2:35]1 |f:1.2|. Procedure details: The product from step 3 (3.27 mmol) was dissolved in THF (10.9 mL), and 1 N aq. NaOH (6.54 mL, 6.54 mmol) was added, followed by MeOH (5.5 mL). This solution was allowed to stir for 3 h, then concentrated. The crude product was then purified on a reverse phase column (MeCN:H2O+0.1% TFA), and the combined product fractions were basified to pH 9 using NH4OH, then extracted with CH2Cl2 (3×50 mL). The combined organic was then concentrated. The residue was lyophilized from MeCN/H2O to give the produ... Reactants: [Cl-].[Na+] (Sodium chloride), ClC1=CC=CC=C1 (chlorobenzene), CC(C[Mg]Br)CC ((+)-2-methylbutyl magnesium bromide), Cl (hydrochloric acid). Reagents/catalysts: [Ni] (nickel). Run in CCOCC (ether), CCOCC (ether). Reaction conditions: temperature 20 celsius, time 10 minute. Yields the product CC(CC1=CC=CC=C1)CC ((+)-2-methylbutyl benzene). As a reaction SMILES: Cl[C:2]1[CH:7]=[CH:6][CH:5]=[CH:4][CH:3]=1.[CH3:8][CH:9]([CH2:13][CH3:14])[CH2:10][Mg]Br.Cl.[Cl-].[Na+]>[Ni].CCOCC>[CH3:8][CH:9]([CH2:13][CH3:14])[CH2:10][C:2]1[CH:7]=[CH:6][CH:5]=[CH:4][CH:3]=1 |f:3.4|. Reported procedure: To a mixture of the nickel catalyst prepared in step (a) (208 gm, 0.39 mmol), chlorobenzene (135 mmol) and ether (50 ml) was added (+)-2-methylbutyl magnesium bromide (60 mmol), prepared in step (b), in 50 ml ether. The mixture was kept at 0° C., with stirring, over 10 minutes. The resulting mixture was heated to reflux for 20 hr. The reactants were cooled to 20° C. and 10% hydrochloric acid was added to hydrolyze the mixture. Sodium chloride is added to saturate the aqueous layer and the water ...